From a dataset of the Open Reaction Database (ORD), a public repository of structured organic reaction records. describe an organic reaction: reactants, conditions, products, and yield Reactants: NC(C)C=1C=C(C(=NC1)NC=1C=NC(=C(C1)F)OC)C1=NC(=NC(=N1)C)N(CC1=CC=C(C=C1)OC)CC1=CC=C(C=C1)OC (4-(5-(1-aminoethyl)-2-(5-fluoro-6-methoxypyridin-3-ylamino)pyridin-3-yl)-N,N-bis(4-methoxybenzyl)-6-methyl-1,3,5-triazin-2-amine), S(=O)(=O)(C(F)(F)F)O.FC(F)(F)C(=O)O (TfOH-TFA), [OH-].[Na+] (NaOH). Reaction conditions: temperature 70 celsius. Product: NC(C)C=1C=C(C(=NC1)NC=1C=NC(=C(C1)F)OC)C1=NC(=NC(=N1)C)N (4-(5-(1-aminoethyl)-2-(5-fluoro-6-methoxypyridin-3-ylamino)pyridin-3-yl)-6-methyl-1,3,5-triazin-2-amine). Isolated yield 87.8%. Reaction SMILES: [NH2:1][CH:2]([C:4]1[CH:5]=[C:6]([C:20]2[N:25]=[C:24]([CH3:26])[N:23]=[C:22]([N:27](CC3C=CC(OC)=CC=3)CC3C=CC(OC)=CC=3)[N:21]=2)[C:7]([NH:10][C:11]2[CH:12]=[N:13][C:14]([O:18][CH3:19])=[C:15]([F:17])[CH:16]=2)=[N:8][CH:9]=1)[CH3:3].S(O)(C(F)(F)F)(=O)=O.FC(C(O)=O)(F)F.[OH-].[Na+]>>[NH2:1][CH:2]([C:4]1[CH:5]=[C:6]([C:20]2[N:25]=[C:24]([CH3:26])[N:23]=[C:22]([NH2:27])[N:21]=2)[C:7]([NH:10][C:11]2[CH:12]=[N:13][C:14]([O:18][CH3:19])=[C:15]([F:17])[CH:16]=2)=[N:8][CH:9]=1)[CH3:3] |f:1.2,3.4|. Procedure details: To a 25 mL round-bottomed flask was added 4-(5-(1-aminoethyl)-2-(5-fluoro-6-methoxypyridin-3-ylamino)pyridin-3-yl)-N,N-bis(4-methoxybenzyl)-6-methyl-1,3,5-triazin-2-amine (150 mg, 0.246 mmol) and 7% TfOH-TFA (5 mL).The solution was heated at 70° C. for minutes. The mixture was cooled to 0° C. and neutralized with 10N NaOH. The obtained suspension was filtered to provide 4-(5-(1-aminoethyl)-2-(5-fluoro-6-methoxypyridin-3-ylamino)pyridin-3-yl)-6-methyl-1,3,5-triazin-2-amine (80 mg, 88% yield) as a... Reactants: COC(COC1=C2C(=C(N(C2=CC=C1)CC1=CC(=CC=C1)Cl)CC)C(C(=O)N)=O)=O ([[3-(2-amino-1,2-dioxoethyl)1-[(3-chlorophenyl)methyl]-2-ethyl-1H-indol-4-yl]oxy]acetic acid methyl ester), [Na] (sodium), [OH-].[Na+] (NaOH). Run in CO (MeOH). Yields the product NC(C(=O)C1=C(N(C2=CC=CC(=C12)OCC(=O)O)CC1=CC(=CC=C1)Cl)CC)=O ([[3-(2-amino-l,2-dioxoethyl)1-[(3-chlorophenyl)methyl]-2-ethyl-1H-indol-4-yl]oxy]acetic acid). Yield: 64.6%. Reaction SMILES: C[O:2][C:3](=[O:30])[CH2:4][O:5][C:6]1[CH:14]=[CH:13][CH:12]=[C:11]2[C:7]=1[C:8]([C:25](=[O:29])[C:26]([NH2:28])=[O:27])=[C:9]([CH2:23][CH3:24])[N:10]2[CH2:15][C:16]1[CH:21]=[CH:20][CH:19]=[C:18]([Cl:22])[CH:17]=1.[OH-].[Na+].[Na]>CO>[NH2:28][C:26](=[O:27])[C:25]([C:8]1[C:7]2[C:11](=[CH:12][CH:13]=[CH:14][C:6]=2[O:5][CH2:4][C:3]([OH:30])=[O:2])[N:10]([CH2:15][C:16]2[CH:21]=[CH:20][CH:19]=[C:18]([Cl:22])[CH:17]=2)[C:9]=1[CH2:23][CH3:24])=[O:29] |f:1.2,^1:32|. Procedure details: Using the procedure described in Example 2, Part E, 418 mg (1 mmol) of [[3-(2-amino-1,2-dioxoethyl)1-[(3-chlorophenyl)methyl]-2-ethyl-1H-indol-4-yl]oxy]acetic acid methyl ester was hydrolyzed in 5 mnL of 1N NaOH and 15 mL of MeOH to give 268 mg (61% yield) of [[3-(2-amino-l,2-dioxoethyl)1-[(3-chlorophenyl)methyl]-2-ethyl-1H-indol-4-yl]oxy]acetic acid, sodium salt, mp, >265° C. Starting materials: C(CCl)Cl (EDC), C(=O)(O)C=1C=CC2=C(CN(C(C(N2)CC(=O)OC)=O)C(C)C)C1 (methyl (±)-7-carboxy-4-isopropyl-3-oxo-2,3,4,5-tetrahydro-1H-1,4-benzodiazepine-2-acetate), Cl.Cl.NCC=1NC2=C(N1)C=CC=C2 (2-(aminomethyl)benzimidazole dihydrochloride), C=1C=CC2=C(C1)N=NN2O (HOBT), O (H2O), C(C)(C)N(CC)C(C)C (diisopropylethylamine). The solvent is CO (MeOH), CCOC(=O)C (EtOAc), CN(C)C=O (DMF), CCOC(=O)C (EtOAc). Reaction conditions: time 20 hour. Yields the product C(C)(C)N1C(C(NC2=C(C1)C=C(C=C2)C(=O)NCC=2NC1=C(N2)C=CC=C1)CC(=O)OC)=O (Methyl (±)-4-isopropyl-7-[[[(2-benzimidazolyl)methyl]amino]carbonyl]-3-oxo-2,3,4,5-tetrahydro-1H-1,4-benzodiazepine-2-acetate). The yield is 81.6%. RXN SMILES: C(Cl)CCl.[C:5]([C:8]1[CH:9]=[CH:10][C:11]2[NH:17][CH:16]([CH2:18][C:19]([O:21][CH3:22])=[O:20])[C:15](=[O:23])[N:14]([CH:24]([CH3:26])[CH3:25])[CH2:13][C:12]=2[CH:27]=1)([OH:7])=O.Cl.Cl.[NH2:30][CH2:31][C:32]1[NH:33][C:34]2[CH:40]=[CH:39][CH:38]=[CH:37][C:35]=2[N:36]=1.C1C=CC2N(O)N=NC=2C=1.O.C(N(C(C)C)CC)(C)C>CN(C=O)C.CO.CCOC(C)=O>[CH:24]([N:14]1[CH2:13][C:12]2[CH:27]=[C:8]([C:5]([NH:30][CH2:31][C:32]3[NH:36][C:35]4[CH:37]=[CH:38][CH:39]=[CH:40][C:34]=4[N:33]=3)=[O:7])[CH:9]=[CH:10][C:11]=2[NH:17][CH:16]([CH2:18][C:19]([O:21][CH3:22])=[O:20])[C:15]1=[O:23])([CH3:26])[CH3:25] |f:2.3.4|. Procedure details: EDC (173 mg, 0.90 mmol) was added to a stirred solution of methyl (±)-7-carboxy-4-isopropyl-3-oxo-2,3,4,5-tetrahydro-1H-1,4-benzodiazepine-2-acetate (240.3 mg, 0.75 mmol), 2-(aminomethyl)benzimidazole dihydrochloride (198 mg, 0.90 mmol), HOBT.H2O (122 mg, 0.90 mmol), and diisopropylethylamine (0.52 mL, 3.0 mmol) in anhydrous DMF (4 mL) at RT. After 20 h, the reaction was concentrated on the rotavap (high vacuum), and the residue was diluted with H2O (5 mL) to afford a gummy precipitate. EtOAc (3... Starting materials: N1(CCCC1)C#N (1-pyrrolidinecarbonitrile), C[O-].[Na+] (sodium methoxide). The solvent is CO (methanol). Product: N1(CCCC1)C(OC)=N (methyl 1-pyrrolidinecarboximidate). RXN SMILES: [N:1]1([C:6]#[N:7])[CH2:5][CH2:4][CH2:3][CH2:2]1.[CH3:8][O-:9].[Na+]>CO>[N:1]1([C:6](=[NH:7])[O:9][CH3:8])[CH2:5][CH2:4][CH2:3][CH2:2]1 |f:1.2|. Procedure details: In the manner given in Example 2, 1-pyrrolidinecarbonitrile is treated with sodium methoxide in methanol to give methyl 1-pyrrolidinecarboximidate. The reactants are C1CCOC1, OCCc1cccc(Cl)n1, CC(C)OC(=O)N=NC(=O)OC(C)C, CCOC(=O)CC1CCc2cc(O)ccc21, c1ccc(P(c2ccccc2)c2ccccc2)cc1. Product: CCOC(=O)CC1CCc2cc(OCCc3cccc(Cl)n3)ccc21. RXN SMILES: [CH2:60]1[O:61][CH2:62][CH2:63][CH2:64]1.[Cl:1][c:2]1[cH:3][cH:4][cH:5][c:6]([CH2:8][CH2:9][OH:10])[n:7]1.[O:46]=[C:47]([O:48][CH:49]([CH3:50])[CH3:51])[N:52]=[N:53][C:54]([O:55][CH:56]([CH3:57])[CH3:58])=[O:59].[OH:11][c:12]1[cH:13][c:14]2[c:18]([cH:19][cH:20]1)[CH:17]([CH2:21][C:22](=[O:23])[O:24][CH2:25][CH3:26])[CH2:16][CH2:15]2.[c:27]1([P:28]([c:29]2[cH:30][cH:31][cH:32][cH:33][cH:34]2)[c:35]2[cH:36][cH:37][cH:38][cH:39][cH:40]2)[cH:41][cH:42][cH:43][cH:44][cH:45]1>>[Cl:1][c:2]1[cH:3][cH:4][cH:5][c:6]([CH2:8][CH2:9][O:10][c:12]2[cH:13][c:14]3[c:18]([cH:19][cH:20]2)[CH:17]([CH2:21][C:22](=[O:23])[O:24][CH2:25][CH3:26])[CH2:16][CH2:15]3)[n:7]1. Reaction conditions: temperature 60 celsius. Reactants: C(CC(O)(C(=O)O)CC(=O)O)(=O)O (citric acid), C(C)OC(C(CC1=CC2=NC(=CC=C2N1CC1=CC=C(C=C1)Cl)OCC1=NC=CC=C1)(C)C)=O (3-[1-(4-Chloro-benzyl)-5-(pyridin-2-ylmethoxy)-1H-pyrrolo[3,2-b]pyridin-2-yl]-2,2-dimethyl-propionic acid ethyl ester), [Li+].[OH-] (LiOH), CO (MeOH). The solvent is CCOC(=O)C (EtOAc), O (water), O (H2O), C1CCOC1 (THF). The product is ClC1=CC=C(CN2C(=CC3=NC(=CC=C32)OCC3=NC=CC=C3)CC(C(=O)O)(C)C)C=C1 (3-[1-(4-Chloro-benzyl)-5-(pyridin-2-ylmethoxy)-1H-pyrrolo[3,2-b]pyridin-2-yl]-2,2-dimethyl-propionic acid). Procedure: 3-[1-(4-Chloro-benzyl)-5-(pyridin-2-ylmethoxy)-1H-pyrrolo[3,2-b]pyridin-2-yl]-2,2-dimethyl-propionic acid ethyl ester (0.024 g, 0.05 mmol) was dissolved in THF (0.1 mL), MeOH (0.1 mL), and H2O (0.1 mL). LiOH (0.008 g, 0.20 mmol) was added and the reaction was heated to 60° C. for 2 hours. Once no starting material was seen by LCMS, the reaction was cooled to room temperature and diluted with EtOAc and water. The mixture was neutralized with solid citric acid to ˜pH 5, the aqueous layer was extra... Reaction SMILES: C([O:3][C:4](=[O:34])[C:5]([CH3:33])([CH3:32])[CH2:6][C:7]1[N:15]([CH2:16][C:17]2[CH:22]=[CH:21][C:20]([Cl:23])=[CH:19][CH:18]=2)[C:14]2[C:9](=[N:10][C:11]([O:24][CH2:25][C:26]3[CH:31]=[CH:30][CH:29]=[CH:28][N:27]=3)=[CH:12][CH:13]=2)[CH:8]=1)C.CO.[Li+].[OH-].C(O)(=O)CC(CC(O)=O)(C(O)=O)O>C1COCC1.CCOC(C)=O.O>[Cl:23][C:20]1[CH:21]=[CH:22][C:17]([CH2:16][N:15]2[C:14]3[C:9](=[N:10][C:11]([O:24][CH2:25][C:26]4[CH:31]=[CH:30][CH:29]=[CH:28][N:27]=4)=[CH:12][CH:13]=3)[CH:8]=[C:7]2[CH2:6][C:5]([CH3:33])([CH3:32])[C:4]([OH:34])=[O:3])=[CH:18][CH:19]=1 |f:2.3|. Yields the product BrCCCCCC(=O)NC1=NC=CC=C1C(C1=CC=CS1)=O (2-(6-bromohexanoylamino)-3-(2-thenoyl)pyridine). RXN SMILES: [NH2:1][C:2]1[C:7]([C:8](=[O:14])[C:9]2[S:13][CH:12]=[CH:11][CH:10]=2)=[CH:6][CH:5]=[CH:4][N:3]=1.[Br:15][CH2:16][CH2:17][CH2:18][CH2:19][CH2:20][C:21](Cl)=[O:22].N1C=CC=CC=1>ClC(Cl)C>[Br:15][CH2:16][CH2:17][CH2:18][CH2:19][CH2:20][C:21]([NH:1][C:2]1[C:7]([C:8](=[O:14])[C:9]2[S:13][CH:12]=[CH:11][CH:10]=2)=[CH:6][CH:5]=[CH:4][N:3]=1)=[O:22]. Procedure: 2-Amino-3-(2-thenoyl)pyridine is reacted with 6-bromohexanoyl chloride in the presence of pyridine in dichloroethane to give 2-(6-bromohexanoylamino)-3-(2-thenoyl)pyridine. Run in ClC(C)Cl (dichloroethane). The reactants are NC1=NC=CC=C1C(C1=CC=CS1)=O (2-Amino-3-(2-thenoyl)pyridine), BrCCCCCC(=O)Cl (6-bromohexanoyl chloride), N1=CC=CC=C1 (pyridine). Reactants: O=C([O-])[O-], CI, CCOCC, CC(C)=O, [K+], [K+], COC(=O)c1cc(O[Si](C)(C)C(C)(C)C)ccc1O. The product is COC(=O)c1cc(O[Si](C)(C)C(C)(C)C)ccc1OC. Reaction SMILES: [C:20](=[O:21])([O-:22])[O-:23].[CH3:26][I:27].[CH3:28][CH2:29][O:30][CH2:31][CH3:32].[CH3:33][C:34](=[O:35])[CH3:36].[K+:24].[K+:25].[OH:1][c:2]1[c:3]([C:4](=[O:5])[O:6][CH3:7])[cH:8][c:9]([O:12][Si:13]([CH3:14])([CH3:15])[C:16]([CH3:17])([CH3:18])[CH3:19])[cH:10][cH:11]1>>[O:1]([c:2]1[c:3]([C:4](=[O:5])[O:6][CH3:7])[cH:8][c:9]([O:12][Si:13]([CH3:14])([CH3:15])[C:16]([CH3:17])([CH3:18])[CH3:19])[cH:10][cH:11]1)[CH3:20]. Starting materials: FC1=CC=C(N)C=C1 (4-fluoro aniline), [N+](=O)([O-])C1=CC=C(C(=O)Cl)C=C1 (4-nitrobenzoyl chloride), 2h. The solvent is O (water), N1=CC=CC=C1 (pyridine). Product: FC1=CC=C(C=C1)NC(C1=CC=C(C=C1)[N+](=O)[O-])=O (N-(4-fluorophenyl)-4-nitrobenzamide). RXN SMILES: [F:1][C:2]1[CH:8]=[CH:7][C:5]([NH2:6])=[CH:4][CH:3]=1.[N+:9]([C:12]1[CH:20]=[CH:19][C:15]([C:16](Cl)=[O:17])=[CH:14][CH:13]=1)([O-:11])=[O:10]>N1C=CC=CC=1.O>[F:1][C:2]1[CH:8]=[CH:7][C:5]([NH:6][C:16](=[O:17])[C:15]2[CH:14]=[CH:13][C:12]([N+:9]([O-:11])=[O:10])=[CH:20][CH:19]=2)=[CH:4][CH:3]=1. Reported procedure: To a stirred solution of 4-fluoro aniline (16a, 4g, 32.7 mmol) in pyridine as solvent and base to this 4-nitrobenzoyl chloride (17, 6.69 g, 36.0 mmol) is added slowly and reflux for 2h, after completion of the reaction, reaction mixture is poured in water, filter and washed with dil HCl to afford compound N-(4-fluorophenyl)-4-nitrobenzamide (18a). To a stirred solution of amide (18a, 8g, 30.7 mmol) taken in toluene lawessons reagent (2,4-bis(4-methoxyphenyl)-1,3,2,4-dithiadiphosphetane-2,4-disul... Starting materials: CC(=O)[O-], CC(=O)[O-], CC[N+](CC)(CC)Cc1ccccc1, CN(C)C=O, C=CC=O, [Cl-], CC(C)(C)OC(=O)COc1cc(I)ccc1Cl, [Na+], [Na+], [Na+], [Na+], O=C([O-])[O-], [Pd+2], O=S([O-])([O-])=S. RXN SMILES: [C:55]([O-:56])(=[O:57])[CH3:58].[C:60]([O-:61])(=[O:62])[CH3:63].[CH2:41]([N+:42]([CH2:43][CH3:44])([CH2:45][CH3:46])[CH2:47][CH3:48])[c:49]1[cH:50][cH:51][cH:52][cH:53][cH:54]1.[CH3:35][N:36]([CH3:37])[CH:38]=[O:39].[CH:18](=[O:19])[CH:20]=[CH2:21].[Cl-:40].[Cl:1][c:2]1[c:3]([O:4][CH2:5][C:6](=[O:7])[O:8][C:9]([CH3:10])([CH3:11])[CH3:12])[cH:13][c:14]([I:17])[cH:15][cH:16]1.[Na+:22].[Na+:23].[Na+:33].[Na+:34].[O-:24][C:25](=[O:26])[O-:27].[Pd+2:59].[S:28]([O-:29])([O-:30])(=[O:31])=[S:32]>>[Cl:1][c:2]1[c:3]([O:4][CH2:5][C:6](=[O:7])[O:8][C:9]([CH3:10])([CH3:11])[CH3:12])[cH:13][c:14]([CH:21]=[CH:20][CH:18]=[O:19])[cH:15][cH:16]1. Product: CC(C)(C)OC(=O)COc1cc(C=CC=O)ccc1Cl.